From a dataset of the Open Reaction Database (ORD), a public repository of structured organic reaction records. describe an organic reaction: reactants, conditions, products, and yield The reactants are O=C([O-])O, CO, [Na+], O=S(=O)(O)O, O=C(O)c1cc2c(ncn2-c2cccc(-c3ccsc3)c2)[nH]1. The product is COC(=O)c1cc2c(ncn2-c2cccc(-c3ccsc3)c2)[nH]1. RXN SMILES: [C:28](=[O:29])([OH:30])[O-:31].[CH3:33][OH:34].[Na+:32].[S:23](=[O:24])(=[O:25])([OH:26])[OH:27].[s:1]1[cH:2][c:3](-[c:6]2[cH:7][c:8](-[n:12]3[cH:13][n:14][c:15]4[c:16]3[cH:17][c:18]([C:20](=[O:21])[OH:22])[nH:19]4)[cH:9][cH:10][cH:11]2)[cH:4][cH:5]1>>[s:1]1[cH:2][c:3](-[c:6]2[cH:7][c:8](-[n:12]3[cH:13][n:14][c:15]4[c:16]3[cH:17][c:18]([C:20](=[O:21])[O:22][CH3:28])[nH:19]4)[cH:9][cH:10][cH:11]2)[cH:4][cH:5]1. The reactants are tetrakistriphenyl phosphine palladium, BrC=1C=C2CC(C(C2=CC1)OCOC)CCC(C)N(CCC)CCC (5-bromo-2-(3-dipropylaminobutyl)-1-methoxylmethoxy-indane), CN(C)C=O (DMF), C(Cl)(Cl)Cl (chloroform). Reagents/catalysts: [C-]#N.[Zn+2].[C-]#N (zinc cyanide). Reaction conditions: temperature 80 celsius, time 48 hour. The product is C(#N)C=1C=C2CC(C(C2=CC1)OCOC)CCC(C)N(CCC)CCC (5-cyano-2-(3-dipropylaminobutyl)-1-methoxymethoxy-indane). Reaction SMILES: Br[C:2]1[CH:3]=[C:4]2[C:8](=[CH:9][CH:10]=1)[CH:7]([O:11][CH2:12][O:13][CH3:14])[CH:6]([CH2:15][CH2:16][CH:17]([N:19]([CH2:23][CH2:24][CH3:25])[CH2:20][CH2:21][CH3:22])[CH3:18])[CH2:5]2.C(Cl)(Cl)Cl.[CH3:30][N:31](C=O)C>[C-]#N.[Zn+2].[C-]#N>[C:30]([C:2]1[CH:3]=[C:4]2[C:8](=[CH:9][CH:10]=1)[CH:7]([O:11][CH2:12][O:13][CH3:14])[CH:6]([CH2:15][CH2:16][CH:17]([N:19]([CH2:23][CH2:24][CH3:25])[CH2:20][CH2:21][CH3:22])[CH3:18])[CH2:5]2)#[N:31] |f:3.4.5|. Procedure: The compound (552.4 mg) obtained in Example 127-8 was dissolved in DMF (1.67 ml) and added with zinc cyanide (94.3 mg) and tetrakistriphenyl phosphine palladium (61.8 mg), followed by stirring at 80° C. for 48 hours. The reaction solution was added with chloroform and washed with a 7% aqueous ammonium solution and saturated saline solution. The solution was dried with anhydrous sodium sulfate and concentrated under reduced pressure. The residue was purified through silica gel column chromatograp...